This data is from the Open Reaction Database (ORD), a public repository of structured organic reaction records. The task is: describe an organic reaction: reactants, conditions, products, and yield Reactants: NC1=C(C(=O)O)C=CC=N1 (2-aminonicotinic acid), NC1=C(C(=CC=C1)F)O (2-amino-6-fluoro-phenol), polyphosphoric acid. Reaction conditions: temperature 200 celsius, time 16 hour. Yields the product FC1=CC=CC=2N=C(OC21)C=2C(=NC=CC2)N (3-(7-fluoro-1,3-benzoxazol-2-yl)pyridin-2-amine). The yield is 48.1%. As a reaction SMILES: [NH2:1][C:2]1[N:10]=[CH:9][CH:8]=[CH:7][C:3]=1[C:4]([OH:6])=O.[NH2:11][C:12]1[CH:17]=[CH:16][CH:15]=[C:14]([F:18])[C:13]=1O>>[F:18][C:14]1[C:13]2[O:6][C:4]([C:3]3[C:2]([NH2:1])=[N:10][CH:9]=[CH:8][CH:7]=3)=[N:11][C:12]=2[CH:17]=[CH:16][CH:15]=1. Procedure details: A mixture of 2-aminonicotinic acid (9.4 g), 2-amino-6-fluoro-phenol (8.65 g) and polyphosphoric acid (90 g) was stirred at 200° C. for 16 hours. The reaction mixture was allowed to cool to room temperature, quenched with water and basified with sodium hydroxide solution 6N until pH 12 to give a solid which was collected by filtration and dried under vacuum; The resultant product was diluted in dichloromethane/methanol and filtered through a plug of silica gel and washed with ethyl acetate. The f... Starting materials: O=C1CC(O)(C(=O)OCc2ccccc2)C(=O)N1, C1CCOC1, SCCCS, CO, CCOC(C)=O, CCOCC, [N-]=[N+]=[N-]. Reaction SMILES: [C:9](=[O:10])([O:11][CH2:12][c:13]1[cH:14][cH:15][cH:16][cH:17][cH:18]1)[C:19]1([OH:20])[CH2:21][C:22](=[O:23])[NH:24][C:25]1=[O:26].[CH2:29]1[O:30][CH2:31][CH2:32][CH2:33]1.[CH2:4]([SH:5])[CH2:6][CH2:7][SH:8].[CH3:27][OH:28].[CH3:34][CH2:35][O:36][C:37]([CH3:38])=[O:39].[CH3:40][CH2:41][O:42][CH2:43][CH3:44].[N-:1]=[N+:2]=[N-:3]>>[NH2:1][C:9](=[O:10])[O:11][CH2:12][c:13]1[cH:14][cH:15][cH:16][cH:17][cH:18]1. Product: NC(=O)OCc1ccccc1. Starting materials: CC1=C(C=CC(=C1)C)N1CCN(CC1)C(=O)C1=CC=C(C=C1)N1CC(CC1=O)C(=O)O (1-{4-[4-(2,4-dimethylphenyl)piperazine-1-carbonyl]phenyl}-5-oxopyrrolidine-3-carboxylic acid), N1CCCC1 (pyrrolidine). Product: CC1=C(C=CC(=C1)C)N1CCN(CC1)C(=O)C1=CC=C(C=C1)N1C(CC(C1)C(=O)N1CCCC1)=O (1-{4-[4-(2,4-dimethylphenyl)piperazine-1-carbonyl]phenyl}-4-(pyrrolidine-1-carbonyl)pyrrolidin-2-one). Yield: 43.5%. Reaction SMILES: [CH3:1][C:2]1[CH:7]=[C:6]([CH3:8])[CH:5]=[CH:4][C:3]=1[N:9]1[CH2:14][CH2:13][N:12]([C:15]([C:17]2[CH:22]=[CH:21][C:20]([N:23]3[C:27](=[O:28])[CH2:26][CH:25]([C:29]([OH:31])=O)[CH2:24]3)=[CH:19][CH:18]=2)=[O:16])[CH2:11][CH2:10]1.[NH:32]1[CH2:36][CH2:35][CH2:34][CH2:33]1>>[CH3:1][C:2]1[CH:7]=[C:6]([CH3:8])[CH:5]=[CH:4][C:3]=1[N:9]1[CH2:10][CH2:11][N:12]([C:15]([C:17]2[CH:22]=[CH:21][C:20]([N:23]3[CH2:24][CH:25]([C:29]([N:32]4[CH2:36][CH2:35][CH2:34][CH2:33]4)=[O:31])[CH2:26][C:27]3=[O:28])=[CH:19][CH:18]=2)=[O:16])[CH2:13][CH2:14]1. Procedure: Using 1-{4-[4-(2,4-dimethylphenyl)piperazine-1-carbonyl]phenyl}-5-oxopyrrolidine-3-carboxylic acid (100 mg) described in Example 333 and pyrrolidine (17 mg) and by the reaction and treatment in the same manner as in Example 87, the title compound (49 mg) was obtained.